This data is from the Open Reaction Database (ORD), a public repository of structured organic reaction records. The task is: describe an organic reaction: reactants, conditions, products, and yield Starting materials: COC=1C=C(CN2[C@@H]3CCN([C@@H]3C2=O)C(=O)OCC2=CC=CC=C2)C=CC1OC (benzyl (1S,5R)-6-(3,4-dimethoxy- benzyl)-7-oxo-2,6-diazabicyclo[3.2.0]heptane-2-carboxylate), P(=O)(O)([O-])[O-].[K+].[K+] (dipotasium hydrogen phosphate), P(=O)(O)([O-])[O-].[K+].[K+] (dipotassium hydrogen phosphate), [K] (potassium). Solvent: C(C)#N (acetonitrile), C(C)#N (acetonitrile), O (water). Conditions: temperature 100 celsius, time 2.5 hour. Product: O=C1N[C@@H]2CCN([C@H]12)C(=O)OCC1=CC=CC=C1 (Benzyl (1S,5R)-7-oxo-2,6-diazabicyclo[3.2.0]heptane-2-carboxylate). As a reaction SMILES: COC1C=C(C=CC=1OC)C[N:7]1[C:13](=[O:14])[C@@H:12]2[C@H:8]1[CH2:9][CH2:10][N:11]2[C:15]([O:17][CH2:18][C:19]1[CH:24]=[CH:23][CH:22]=[CH:21][CH:20]=1)=[O:16].P([O-])([O-])(O)=O.[K+].[K+].[K]>C(#N)C.O>[O:14]=[C:13]1[C@@H:12]2[C@@H:8]([CH2:9][CH2:10][N:11]2[C:15]([O:17][CH2:18][C:19]2[CH:24]=[CH:23][CH:22]=[CH:21][CH:20]=2)=[O:16])[NH:7]1 |f:1.2.3,^1:36|. Procedure details: 135 g (0.34 mol) of benzyl (1S,5R)-6-(3,4-dimethoxy- benzyl)-7-oxo-2,6-diazabicyclo[3.2.0]heptane-2-carboxylate were placed in 1.5 liters of acetonitrile. Thereto there was added a solution of 77 g (0.44 mol) of dipotassium hydrogen phosphate and 128 g (0.47 mol) of potassium peroxodisulphate in 660 ml of water and the mixture was heated to 100° C. The reaction time amounted to 2.5 hours. During this time the pH value of the mixture becomes acidic. This pH was held at about 5 by the portionwise ... Starting materials: C1(CC1)N(C(C(CNC(OC(C)(C)C)=O)CC1=CC=C(C=C1)OCCOC1=C(C=C(C=C1Cl)C)Cl)=O)CC1=CC(=CC(=C1)OCC1=[N+](C=CC=C1)[O-])CCCOC (tert-butyl (3-(cyclopropyl{3-(3-methoxypropyl)-5-[(1-oxidopyridin-2-yl)methoxy]benzyl}amino)-2-{4-[2-(2,6-dichloro-4-methylphenoxy)ethoxy]benzyl}-3-oxopropyl)carbamate), Cl (HCl). The solvent is C(Cl)Cl (CH2Cl2). Yields the product NCC(C(=O)N(CC1=CC(=CC(=C1)OCC1=[N+](C=CC=C1)[O-])CCCOC)C1CC1)CC1=CC=C(C=C1)OCCOC1=C(C=C(C=C1Cl)C)Cl (3-Amino-N-cyclopropyl-2-{4-[2-(2,6-dichloro-4-methylphenoxy)ethoxy]benzyl}-N-{3-(3-methoxypropyl)-5-[(1-oxidopyridin-2-yl)methoxy]benzyl}propanamide). Reaction SMILES: [CH:1]1([N:4]([CH2:37][C:38]2[CH:43]=[C:42]([O:44][CH2:45][C:46]3[CH:51]=[CH:50][CH:49]=[CH:48][N+:47]=3[O-:52])[CH:41]=[C:40]([CH2:53][CH2:54][CH2:55][O:56][CH3:57])[CH:39]=2)[C:5](=[O:36])[CH:6]([CH2:16][C:17]2[CH:22]=[CH:21][C:20]([O:23][CH2:24][CH2:25][O:26][C:27]3[C:32]([Cl:33])=[CH:31][C:30]([CH3:34])=[CH:29][C:28]=3[Cl:35])=[CH:19][CH:18]=2)[CH2:7][NH:8]C(=O)OC(C)(C)C)[CH2:3][CH2:2]1.Cl>C(Cl)Cl>[NH2:8][CH2:7][CH:6]([CH2:16][C:17]1[CH:18]=[CH:19][C:20]([O:23][CH2:24][CH2:25][O:26][C:27]2[C:32]([Cl:33])=[CH:31][C:30]([CH3:34])=[CH:29][C:28]=2[Cl:35])=[CH:21][CH:22]=1)[C:5]([N:4]([CH:1]1[CH2:2][CH2:3]1)[CH2:37][C:38]1[CH:43]=[C:42]([O:44][CH2:45][C:46]2[CH:51]=[CH:50][CH:49]=[CH:48][N+:47]=2[O-:52])[CH:41]=[C:40]([CH2:53][CH2:54][CH2:55][O:56][CH3:57])[CH:39]=1)=[O:36]. Reported procedure: To a CH2Cl2 solution (0.03 M) of tert-butyl (3-(cyclopropyl{3-(3-methoxypropyl)-5-[(1-oxidopyridin-2-yl)methoxy]benzyl}amino)-2-{4-[2-(2,6-dichloro-4-methylphenoxy)ethoxy]benzyl}-3-oxopropyl)carbamate from the previous step (1 eq.) was added HCl (4.0 M dioxane solution, 20 eq.). Reactants: CC(N=C=NC(C)C)C (DIC), N1=CC=CC=C1 (pyridine), Cl.CN1C(N(C=2N=CN(C2C1=O)[C@H](C(=O)O)C)C)=O ((S)-2-(1,3-dimethyl-2,6-dioxo-2,3-dihydro-1H-purin-7(6H)-yl)propanoic acid hydrochloride), Cl.CN1C(N(C=2N=CN(C2C1=O)[C@H](C(=O)O)C)C)=O ((S)-2-(1,3-dimethyl-2,6-dioxo-2,3-dihydro-1H-purin-7(6H)-yl)propanoic acid hydrochloride), C[C@@H]1N(CCC1)C1=NC=C(C=N1)C1=CN=CC(=N1)N ((S)-6-(2-(2-methylpyrrolidin-1-yl)pyrimidin-5-yl)pyrazin-2-amine), C1=CC2=C(N=C1)N(N=N2)O (HOAt). Run in C(Cl)Cl (DCM). Procedure: A flask was charged with (S)-2-(1,3-dimethyl-2,6-dioxo-2,3-dihydro-1H-purin-7(6H)-yl)propanoic acid hydrochloride (Intermediate 8) (8.96 g, 31.0 mmol), (S)-6-(2-(2-methylpyrrolidin-1-yl)pyrimidin-5-yl)pyrazin-2-amine (7.23 g, 28.2 mmol), HOAt (3.84 g, 28.2 mmol), nitrogen, DCM (141 ml) and stirred at room temperature. The suspension was cooled to 0° C. followed by addition of pyridine (4.60 ml, 56.4 mmol), then DIC (6.59 ml, 42.3 mmol). The reaction was removed from ice bath immediately after ad... Reaction SMILES: Cl.[CH3:2][N:3]1[C:11](=[O:12])[C:10]2[N:9]([C@@H:13]([CH3:17])[C:14]([OH:16])=O)[CH:8]=[N:7][C:6]=2[N:5]([CH3:18])[C:4]1=[O:19].[CH3:20][C@H:21]1[CH2:25][CH2:24][CH2:23][N:22]1[C:26]1[N:31]=[CH:30][C:29]([C:32]2[N:37]=[C:36]([NH2:38])[CH:35]=[N:34][CH:33]=2)=[CH:28][N:27]=1.C1C=NC2N(O)N=NC=2C=1.N1C=CC=CC=1.CC(C)N=C=NC(C)C>C(Cl)Cl>[CH3:2][N:3]1[C:11](=[O:12])[C:10]2[N:9]([C@@H:13]([CH3:17])[C:14]([NH:38][C:36]3[CH:35]=[N:34][CH:33]=[C:32]([C:29]4[CH:28]=[N:27][C:26]([N:22]5[CH2:23][CH2:24][CH2:25][C@@H:21]5[CH3:20])=[N:31][CH:30]=4)[N:37]=3)=[O:16])[CH:8]=[N:7][C:6]=2[N:5]([CH3:18])[C:4]1=[O:19] |f:0.1|. Product: CN1C(N(C=2N=CN(C2C1=O)[C@H](C(=O)NC1=NC(=CN=C1)C=1C=NC(=NC1)N1[C@H](CCC1)C)C)C)=O ((S)-2-(1,3-dimethyl-2,6-dioxo-1,2,3,6-tetrahydro-7H-purin-7-yl)-N-(6-(2-((S)-2-methylpyrrolidin-1-yl)pyrimidin-5-yl)pyrazin-2-yl)propanamide). Run at time 7.5 hour. The yield is 47.0%. The reactants are Cc1ccccc1, CCc1cccc2c3c([nH]c12)C(CC)(CCCl)OCC3, CC(C)(C#N)N=NC(C)(C)C#N. The product is CCc1cccc2c3c([nH]c12)C(CC)(CC)OCC3. RXN SMILES: [CH3:33][c:34]1[cH:35][cH:36][cH:37][cH:38][cH:39]1.[Cl:1][CH2:2][CH2:3][C:4]1([CH2:19][CH3:20])[O:5][CH2:6][CH2:7][c:8]2[c:9]1[nH:10][c:11]1[c:12]([CH2:17][CH3:18])[cH:13][cH:14][cH:15][c:16]21.[N:21]#[C:22][C:23]([N:24]=[N:25][C:26]([C:27]#[N:28])([CH3:29])[CH3:30])([CH3:31])[CH3:32]>>[CH3:2][CH2:3][C:4]1([CH2:19][CH3:20])[O:5][CH2:6][CH2:7][c:8]2[c:9]1[nH:10][c:11]1[c:12]([CH2:17][CH3:18])[cH:13][cH:14][cH:15][c:16]21. Reactants: CCC(N)CC, ClCCl, COc1c(C)c(Cc2ccc(-c3ccncc3)c(C(=O)O)c2)c(OC)c(OC)c1OC, CN(C)c1ccncc1. Yields the product CCC(CC)NC(=O)c1cc(Cc2c(C)c(OC)c(OC)c(OC)c2OC)ccc1-c1ccncc1. RXN SMILES: [CH2:32]([CH3:33])[CH:34]([CH2:35][CH3:36])[NH2:37].[CH2:38]([Cl:39])[Cl:40].[CH3:1][O:2][c:3]1[c:4]([CH3:31])[c:5]([CH2:6][c:7]2[cH:8][cH:9][c:10](-[c:16]3[cH:17][cH:18][n:19][cH:20][cH:21]3)[c:11]([C:12](=[O:13])[OH:14])[cH:15]2)[c:22]([O:29][CH3:30])[c:23]([O:27][CH3:28])[c:24]1[O:25][CH3:26].[CH3:41][N:42]([CH3:43])[c:44]1[cH:45][cH:46][n:47][cH:48][cH:49]1>>[CH3:1][O:2][c:3]1[c:4]([CH3:31])[c:5]([CH2:6][c:7]2[cH:8][cH:9][c:10](-[c:16]3[cH:17][cH:18][n:19][cH:20][cH:21]3)[c:11]([C:12](=[O:13])[NH:37][CH:34]([CH2:32][CH3:33])[CH2:35][CH3:36])[cH:15]2)[c:22]([O:29][CH3:30])[c:23]([O:27][CH3:28])[c:24]1[O:25][CH3:26]. The reactants are Cc1cc(Br)cnc1Cl, CC(C)(C)OC(=O)C[Zn+], C1CCOC1, [Cl-]. Yields the product Cc1cc(CC(=O)OC(C)(C)C)cnc1Cl. Reaction SMILES: [Br:1][c:2]1[cH:3][c:4]([CH3:9])[c:5]([Cl:8])[n:6][cH:7]1.[C:11]([CH3:12])([CH3:13])([CH3:14])[O:15][C:16]([CH2:17][Zn+:18])=[O:19].[CH2:20]1[O:21][CH2:22][CH2:23][CH2:24]1.[Cl-:10]>>[c:2]1([CH2:17][C:16]([O:15][C:11]([CH3:12])([CH3:13])[CH3:14])=[O:19])[cH:3][c:4]([CH3:9])[c:5]([Cl:8])[n:6][cH:7]1. The reactants are [BH4-].[Na+] (NaBH4), OC1=CC=C(CCC(=O)C=2C(O)=CC(O)=CC2O)C=C1 (Phloretin), C(C)(=O)OCC (ethyl acetate). Run in O (water), CO (methanol). The product is OC1CC=C(CCC(=O)C=2C(O)=CC(O)=CC2O)C=C1 (dihydrophloretin). Yield: 67.5%. RXN SMILES: [OH:1][C:2]1[CH:20]=[CH:19][C:5]([CH2:6][CH2:7][C:8]([C:10]2[C:11](=[CH:13][C:14](=[CH:16][C:17]=2[OH:18])[OH:15])[OH:12])=[O:9])=[CH:4][CH:3]=1.[BH4-].[Na+].C(OCC)(=O)C>CO.O>[OH:1][CH:2]1[CH:3]=[CH:4][C:5]([CH2:6][CH2:7][C:8]([C:10]2[C:17](=[CH:16][C:14](=[CH:13][C:11]=2[OH:12])[OH:15])[OH:18])=[O:9])=[CH:19][CH2:20]1 |f:1.2|. Reported procedure: Phloretin (25 mg) is dissolved in the minimum amount of methanol, diluted with water (3 ml) and treated with a slight excess of NaBH4. After 5 minutes the solution is carefully acidified, with ethyl acetate. The Organic phase is dried over Na2SO4 and evaporated to dryness to give 17 mg of dihydrophloretin as white powder, homogeneous on TLC analysis (silica gel, CHCl3 /MeOH/H2O 70:28:2).